This data is from the Open Reaction Database (ORD), a public repository of structured organic reaction records. The task is: describe an organic reaction: reactants, conditions, products, and yield The reactants are C(CO)O (ethylene glycol), O.C1(=CC=C(C=C1)S(=O)(=O)O)C (p-toluenesulfonic acid monohydrate), [N+](=O)([O-])C1=C(C=CC=C1)C=1NC2=C(N1)C=CC=C2C=O (2-(2-Nitrophenyl)-benzimidazole-4-carboxaldehyde). Solvent: C1=CC=CC=C1 (benzene). Yields the product C1COC(C2=CC=CC=3N=C(NC32)C3=C(C=CC=C3)[N+](=O)[O-])O1 (2-(2-nitrophenyl)-benzimidazole-4-carboxaldehyde ethylene acetal). The yield is 62.2%. RXN SMILES: [N+:1]([C:4]1[CH:9]=[CH:8][CH:7]=[CH:6][C:5]=1[C:10]1[NH:11][C:12]2[C:18]([CH:19]=[O:20])=[CH:17][CH:16]=[CH:15][C:13]=2[N:14]=1)([O-:3])=[O:2].[CH2:21](O)[CH2:22][OH:23].O.C1(C)C=CC(S(O)(=O)=O)=CC=1>C1C=CC=CC=1>[CH2:22]1[O:23][CH:19]([C:18]2[C:12]3[NH:11][C:10]([C:5]4[CH:6]=[CH:7][CH:8]=[CH:9][C:4]=4[N+:1]([O-:3])=[O:2])=[N:14][C:13]=3[CH:15]=[CH:16][CH:17]=2)[O:20][CH2:21]1 |f:2.3|. Reported procedure: 2-(2-Nitrophenyl)-benzimidazole-4-carboxaldehyde 4 (6.27 g, 23.5 mmol) was dissolved in benzene (150 mL), and mixed with ethylene glycol (6.5 mL, 118 mmol) and p-toluenesulfonic acid monohydrate (0.450 g, 2.35 mmol). The mixture was heated to reflux overnight and the water was removed by azeotropic distillation. The resulting solution was allowed to cool to room temperature, and was then neutralized with saturated NaHCO3, washed with water and brine and dried over Na2SO4. The compound was purifi... Reactants: COC=1C=CC2=C(SC(=C2C(C2=CC=C(C=C2)OCC2N(CCCC2)CCCCCC)=O)C2=CC=C(C=C2)OC)C1 (6-Methoxy-2-(4-methoxyphenyl)-3-(4-[(1-hexylpiperidin-2-yl)methoxy]benzoyl)benzo[b]thiophene), C(C)S (ethane thiol), [Cl-].[Al+3].[Cl-].[Cl-] (aluminum chloride). The product is OC=1C=CC2=C(SC(=C2C(C2=CC=C(C=C2)OCC2N(CCCC2)CCCCCC)=O)C2=CC=C(C=C2)O)C1 (6-Hydroxy-2-(4-Hydroxyphenyl)-3-(4-[(1-Hexylpiperidin-2-yl)methoxy]benzoyl)benzo[b]thiophene). The yield is 43.9%. Reaction SMILES: C[O:2][C:3]1[CH:4]=[CH:5][C:6]2[C:10]([C:11](=[O:32])[C:12]3[CH:17]=[CH:16][C:15]([O:18][CH2:19][CH:20]4[CH2:25][CH2:24][CH2:23][CH2:22][N:21]4[CH2:26][CH2:27][CH2:28][CH2:29][CH2:30][CH3:31])=[CH:14][CH:13]=3)=[C:9]([C:33]3[CH:38]=[CH:37][C:36]([O:39]C)=[CH:35][CH:34]=3)[S:8][C:7]=2[CH:41]=1.C(S)C.[Cl-].[Al+3].[Cl-].[Cl-]>>[OH:2][C:3]1[CH:4]=[CH:5][C:6]2[C:10]([C:11](=[O:32])[C:12]3[CH:13]=[CH:14][C:15]([O:18][CH2:19][CH:20]4[CH2:25][CH2:24][CH2:23][CH2:22][N:21]4[CH2:26][CH2:27][CH2:28][CH2:29][CH2:30][CH3:31])=[CH:16][CH:17]=3)=[C:9]([C:33]3[CH:34]=[CH:35][C:36]([OH:39])=[CH:37][CH:38]=3)[S:8][C:7]=2[CH:41]=1 |f:2.3.4.5|. Procedure: 6-Methoxy-2-(4-methoxyphenyl)-3-(4-[(1-hexylpiperidin-2-yl)methoxy]benzoyl)benzo[b]thiophene (464 mg, 0.812 mmol), ethane thiol (4.06 mmol), and aluminum chloride (649 mg, 4.87 mmol) were converted to 194 mg (44%) of the title compound by the procedure of Example 16. MS(FD) 544(M+). IR (CHCl3) ν max 3380, 2930, 2858, 1598, 1467, 1256, 1166. RXN SMILES: [CH2:1]([c:2]1[cH:3][cH:4][cH:5][cH:6][cH:7]1)[CH:8]1[C:9](=[O:25])[NH:10][C:11]2([NH:12]1)[CH2:13][CH2:14][N:15]([C:18]([CH:19]([CH2:20][CH3:21])[CH2:22][CH3:23])=[O:24])[CH2:16][CH2:17]2.[CH3:27][Si:28]([CH3:29])([CH3:30])[Cl:31].[CH3:32][C:33]([CH2:34][CH3:35])=[O:36].[OH2:26]>>[CH2:1]([c:2]1[cH:3][cH:4][cH:5][cH:6][cH:7]1)[CH:8]1[C:9](=[O:25])[NH:10][C:11]2([NH:12]1)[CH2:13][CH2:14][N:15]([C:18]([CH:19]([CH2:20][CH3:21])[CH2:22][CH3:23])=[O:24])[CH2:16][CH2:17]2.[ClH:31]. Starting materials: CCC(CC)C(=O)N1CCC2(CC1)NC(=O)C(Cc1ccccc1)N2, C[Si](C)(C)Cl, CCC(C)=O, O. The product is CCC(CC)C(=O)N1CCC2(CC1)NC(=O)C(Cc1ccccc1)N2, Cl. The reactants are CC1CN(c2ccc(C#N)c(F)c2)C(C)CN1C(=O)OC(C)(C)C, ClCCl, O=C(O)C(F)(F)F. The product is CC1CN(c2ccc(C#N)c(F)c2)C(C)CN1. As a reaction SMILES: [C:1](#[N:2])[c:3]1[c:4]([F:24])[cH:5][c:6]([N:9]2[CH2:10][CH:11]([CH3:23])[N:12]([C:16]([O:17][C:18]([CH3:19])([CH3:20])[CH3:21])=[O:22])[CH2:13][CH:14]2[CH3:15])[cH:7][cH:8]1.[Cl:32][CH2:33][Cl:34].[OH:25][C:26]([C:27]([F:28])([F:29])[F:30])=[O:31]>>[C:1](#[N:2])[c:3]1[c:4]([F:24])[cH:5][c:6]([N:9]2[CH2:10][CH:11]([CH3:23])[NH:12][CH2:13][CH:14]2[CH3:15])[cH:7][cH:8]1.